This data is from the Open Reaction Database (ORD), a public repository of structured organic reaction records. The task is: describe an organic reaction: reactants, conditions, products, and yield Reactants: ice, COC1=C(C(=O)O)C=CC(=C1)Br (2-methoxy-4-bromobenzoic acid), C(C1=CC=CC=C1)(=O)O (benzoic acid), 1.766, ClS(=O)(=O)O (chlorosulphonic acid). Reaction conditions: temperature 80 celsius. Product: COC1=C(C(=O)O)C=C(C(=C1)Br)S(=O)(=O)Cl (2-methoxy-4-bromo-5-chlorosulphonyl-benzoic acid). Reaction SMILES: [CH3:1][O:2][C:3]1[CH:11]=[C:10]([Br:12])[CH:9]=[CH:8][C:4]=1[C:5]([OH:7])=[O:6].C(O)(=O)C1C=CC=CC=1.[Cl:22][S:23](O)(=[O:25])=[O:24]>>[CH3:1][O:2][C:3]1[CH:11]=[C:10]([Br:12])[C:9]([S:23]([Cl:22])(=[O:25])=[O:24])=[CH:8][C:4]=1[C:5]([OH:7])=[O:6]. Reported procedure: 300 ml of chlorosulphonic acid of density 1.766 (4.55 mole) is placed in a 1 liter flask fitted with an agitator, a thermometer and a condenser, and 69.3 g of 2-methoxy-4-bromobenzoic acid (0.30 mole) is added in stages. The reaction is slightly exothermic and the temperature reaches 40° C. by the time all the benzoic acid has been added. The reaction medium is heated to 80° C. then returned to room temperature. The solution, which is brown, is poured slowly over 2 kg of crushed ice. Reactants: C(C)(=O)O[C@H]1[C@H](OC=2C=NC=C(C2)Br)SC[C@H]([C@@H]1OC(C)=O)OC(C)=O (5-bromo-3-pyridinyl 2,3,4-tri-O-acetyl-5-thio-β-D-xylopyranoside), FC1=C(C=C(C=C1)B(O)O)C (4-fluoro-3-methyl-phenylboronic acid). Product: C(C)(=O)O[C@H]1[C@H](OC=2C=NC=C(C2)C2=CC(=C(C=C2)F)C)SC[C@H]([C@@H]1OC(C)=O)OC(C)=O (5-(4-fluoro-3-methylphenyl)-3-pyridinyl 2,3,4-tri-O-acetyl-5-thio-β-D-xylopyranoside), solid. Isolated yield 48.0%. RXN SMILES: [C:1]([O:4][C@@H:5]1[C@@H:18]([O:19][C:20](=[O:22])[CH3:21])[C@H:17]([O:23][C:24](=[O:26])[CH3:25])[CH2:16][S:15][C@H:6]1[O:7][C:8]1[CH:9]=[N:10][CH:11]=[C:12](Br)[CH:13]=1)(=[O:3])[CH3:2].[F:27][C:28]1[CH:33]=[CH:32][C:31](B(O)O)=[CH:30][C:29]=1[CH3:37]>>[C:1]([O:4][C@@H:5]1[C@@H:18]([O:19][C:20](=[O:22])[CH3:21])[C@H:17]([O:23][C:24](=[O:26])[CH3:25])[CH2:16][S:15][C@H:6]1[O:7][C:8]1[CH:9]=[N:10][CH:11]=[C:12]([C:31]2[CH:32]=[CH:33][C:28]([F:27])=[C:29]([CH3:37])[CH:30]=2)[CH:13]=1)(=[O:3])[CH3:2]. Procedure: By following a procedure analogous to Example 27 starting from 5-bromo-3-pyridinyl 2,3,4-tri-O-acetyl-5-thio-β-D-xylopyranoside and 4-fluoro-3-methyl-phenylboronic acid, 5-(4-fluoro-3-methylphenyl)-3-pyridinyl 2,3,4-tri-O-acetyl-5-thio-β-D-xylopyranoside is obtained in the form of a white solid (yield=48%). Reactants: hydrochloride salt, BrC1=CC=CC=2CC(OC21)CNC ((±)-[(7-bromo-2,3-dihydro-1-benzofuran-2-yl)methyl]methylamine), FC=1C=C(C=CC1)B(O)O (3-fluorophenylboronic acid). Product: CNCC1OC2=C(C1)C=CC=C2C2=CC(=CC=C2)F (N-methyl-1-[7-(3-fluorophenyl)-2,3-dihydro-1-benzofuran-2-yl]methanamine). Reaction SMILES: Br[C:2]1[C:10]2[O:9][CH:8]([CH2:11][NH:12][CH3:13])[CH2:7][C:6]=2[CH:5]=[CH:4][CH:3]=1.[F:14][C:15]1[CH:16]=[C:17](B(O)O)[CH:18]=[CH:19][CH:20]=1>>[CH3:13][NH:12][CH2:11][CH:8]1[CH2:7][C:6]2[CH:5]=[CH:4][CH:3]=[C:2]([C:19]3[CH:18]=[CH:17][CH:16]=[C:15]([F:14])[CH:20]=3)[C:10]=2[O:9]1. Procedure: The title compound was prepared (0.38 g, 53%) following the general procedure of Example 154 as a white solid, hydrochloride salt from (±)-[(7-bromo-2,3-dihydro-1-benzofuran-2-yl)methyl]methylamine (0.200 g, 0.826 mmol) and 3-fluorophenylboronic acid (0.173 g, 1.24 mmol). mp 160-163° C.